This data is from the Open Reaction Database (ORD), a public repository of structured organic reaction records. The task is: describe an organic reaction: reactants, conditions, products, and yield Reactants: C(C1=CC=CC=C1)(C1=CC=CC=C1)OC(=O)C=1N2C(C(C2SCC1C1=CN=C(S1)C1=CC=CC=C1)NC(=O)OC(C)(C)C)=O (2-Benzhydryloxycarbonyl-7-t-butoxycarbonylamino-8-oxo-3-(2-phenyl-thiazol-5-yl)-5-thia-1-azabicyclo[4.2.0]-oct-2-ene), FC(C(=O)O)(F)F (trifluoroacetic acid). Product: NC1C2SCC(=C(N2C1=O)C(=O)O)C1=CN=C(S1)C1=CC=CC=C1 (7-Amino-2-carboxy-8-oxo-3-(2-phenyl-thiazol-5-yl)-5-thia-1-azabicyclo[4.2.0]oct-2-ene). The yield is 100.8%. Reaction SMILES: C([O:14][C:15]([C:17]1[N:18]2[CH:21]([S:22][CH2:23][C:24]=1[C:25]1[S:29][C:28]([C:30]3[CH:35]=[CH:34][CH:33]=[CH:32][CH:31]=3)=[N:27][CH:26]=1)[CH:20]([NH:36]C(OC(C)(C)C)=O)[C:19]2=[O:44])=[O:16])(C1C=CC=CC=1)C1C=CC=CC=1.FC(F)(F)C(O)=O>>[NH2:36][CH:20]1[C:19](=[O:44])[N:18]2[CH:21]1[S:22][CH2:23][C:24]([C:25]1[S:29][C:28]([C:30]3[CH:35]=[CH:34][CH:33]=[CH:32][CH:31]=3)=[N:27][CH:26]=1)=[C:17]2[C:15]([OH:16])=[O:14]. Procedure: 2-Benzhydryloxycarbonyl-7-t-butoxycarbonylamino-8-oxo-3-(2-phenyl-thiazol-5-yl)-5-thia-1-azabicyclo[4.2.0]-oct-2-ene (5.7 g) is treated with trifluoroacetic acid (57 cc) for 20 minutes at 20° C. and the reaction mixture is then concentrated to dryness under reduced pressure (0.2 mm Hg; 0.03 kPa) at 30° C. The residue is taken up in ethyl acetate (100 cc), which is evaporated under reduced pressure (30 mm Hg; 4 kPa) at 30° C. This residue is triturated with isopropyl ether (100 cc). The solid is ... Starting materials: CC(C)(C)OC(=O)NC1(C(=O)O)CCCCC1, NC1CCc2ccccc2NC1=O. Product: CC(C)(C)OC(=O)NC1(C(=O)NC2CCc3ccccc3NC2=O)CCCCC1. RXN SMILES: [C:1]([CH3:2])([CH3:3])([CH3:4])[O:5][C:6](=[O:7])[NH:8][C:9]1([C:15](=[O:16])[OH:17])[CH2:10][CH2:11][CH2:12][CH2:13][CH2:14]1.[NH2:18][CH:19]1[C:20](=[O:30])[NH:21][c:22]2[c:23]([cH:26][cH:27][cH:28][cH:29]2)[CH2:24][CH2:25]1>>[C:1]([CH3:2])([CH3:3])([CH3:4])[O:5][C:6](=[O:7])[NH:8][C:9]1([C:15](=[O:17])[NH:18][CH:19]2[C:20](=[O:30])[NH:21][c:22]3[c:23]([cH:26][cH:27][cH:28][cH:29]3)[CH2:24][CH2:25]2)[CH2:10][CH2:11][CH2:12][CH2:13][CH2:14]1.